Task: describe an organic reaction: reactants, conditions, products, and yield. Dataset: the Open Reaction Database (ORD), a public repository of structured organic reaction records The reactants are BrC1=CC2=C(C(=NO2)CNC(CO)CO)C=C1 (2-[(6-bromo-1,2-benzisoxazol-3-yl)methyl]amino-1,3-propanediol), BrC1=CC2=C(C(=NO2)CNC(CO)CO)C=C1 (2-[(6-bromo-1,2-benzisoxazol-3-yl)methyl]amino-1,3-propanediol), C1(CC1)CNC(C1=CC(=CC=C1)B1OC(C(O1)(C)C)(C)C)=O (N-cyclopropylmethyl-3-(4,4,5,5-tetramethyl-[1,3,2]dioxaborolan-2-yl)-benzamide), C1(CC1)CNC(C1=CC(=CC=C1)B1OC(C(O1)(C)C)(C)C)=O (N-cyclopropylmethyl-3-(4,4,5,5-tetramethyl-[1,3,2]dioxaborolan-2-yl)-benzamide), C([O-])([O-])=O.[Na+].[Na+] (sodium carbonate). The reagents and catalysts are C=1C=CC(=CC1)[P](C=2C=CC=CC2)(C=3C=CC=CC3)[Pd]([P](C=4C=CC=CC4)(C=5C=CC=CC5)C=6C=CC=CC6)([P](C=7C=CC=CC7)(C=8C=CC=CC8)C=9C=CC=CC9)[P](C=1C=CC=CC1)(C=1C=CC=CC1)C=1C=CC=CC1 (tetrakis(triphenylphosphine)palladium(0)). Run in CC(C)O (2-propanol). Reaction conditions: time 18 hour. Yields the product C1(CC1)NC(C1=CC(=C(C=C1)C)C1=CC2=C(C(=NO2)CNC(CO)CO)C=C1)=O (N-Cyclopropyl-3-[3-({[2-hydroxy-1-(hydroxymethyl)ethyl]amino}methyl)-1,2-benzisoxazol-6-yl]-4-methylbenzamide). As a reaction SMILES: Br[C:2]1[CH:17]=[CH:16][C:5]2[C:6]([CH2:9][NH:10][CH:11]([CH2:14][OH:15])[CH2:12][OH:13])=[N:7][O:8][C:4]=2[CH:3]=1.[CH:18]1([CH2:21][NH:22][C:23](=[O:39])[C:24]2[CH:29]=[CH:28][CH:27]=[C:26](B3OC(C)(C)C(C)(C)O3)[CH:25]=2)[CH2:20]C1.[C:40](=O)([O-])[O-].[Na+].[Na+]>CC(O)C.C1C=CC([P]([Pd]([P](C2C=CC=CC=2)(C2C=CC=CC=2)C2C=CC=CC=2)([P](C2C=CC=CC=2)(C2C=CC=CC=2)C2C=CC=CC=2)[P](C2C=CC=CC=2)(C2C=CC=CC=2)C2C=CC=CC=2)(C2C=CC=CC=2)C2C=CC=CC=2)=CC=1>[CH:21]1([NH:22][C:23](=[O:39])[C:24]2[CH:25]=[CH:26][C:27]([CH3:40])=[C:28]([C:2]3[CH:17]=[CH:16][C:5]4[C:6]([CH2:9][NH:10][CH:11]([CH2:14][OH:15])[CH2:12][OH:13])=[N:7][O:8][C:4]=4[CH:3]=3)[CH:29]=2)[CH2:18][CH2:20]1 |f:2.3.4,^1:53,55,74,93|. Procedure: A mixture of 2-[(6-bromo-1,2-benzisoxazol-3-yl)methyl]amino-1,3-propanediol (Intermediate 2, 8 mg), N-cyclopropyl-4-methyl-3-(4,4,5,5-tetramethyl-[1,3,2]dioxaborolan-2-yl)-benzamide (Intermediate 5, 10 mg) aqueous sodium carbonate (1M, 0.1 ml) and tetrakis(triphenylphosphine)palladium(0) (1 mg) in 2-propanol (0.2 ml) was stirred at 80° under nitrogen for 18 h. The solvent was evaporated and the residue was purified on a Varian Bond-Elut SPE cartridge (silica, 500 mg) using a dichloromethane-meth... Starting materials: CC(=O)OCC1OC(n2cnc3c(N)ncnc32)C(O)C1Br, CS(=O)(=O)Cl, c1ccncc1. The product is CC(=O)OCC1OC(n2cnc3c(N)ncnc32)C(OS(C)(=O)=O)C1Br. Reaction SMILES: [C:1]([CH3:2])(=[O:3])[O:4][CH2:5][CH:6]1[CH:7]([Br:22])[CH:8]([OH:21])[CH:9]([n:11]2[cH:12][n:13][c:14]3[c:15]([NH2:16])[n:17][cH:18][n:19][c:20]23)[O:10]1.[CH3:23][S:24]([Cl:25])(=[O:26])=[O:27].[cH:28]1[cH:29][cH:30][n:31][cH:32][cH:33]1>>[C:1]([CH3:2])(=[O:3])[O:4][CH2:5][CH:6]1[CH:7]([Br:22])[CH:8]([O:21][S:24]([CH3:23])(=[O:26])=[O:27])[CH:9]([n:11]2[cH:12][n:13][c:14]3[c:15]([NH2:16])[n:17][cH:18][n:19][c:20]23)[O:10]1. The reactants are C(CC)#N (propionitrile), COCOC (methylal). Yields the product C(CC)#N (propionitrile), C(C(=C)C)#N (methacrylonitrile). Reaction SMILES: [C:1](#[N:4])[CH2:2][CH3:3].[CH3:5]OCOC>>[C:1](#[N:4])[CH2:2][CH3:3].[C:1](#[N:4])[C:2]([CH3:5])=[CH2:3]. Reported procedure: With a mixture of propionitrile and methylal in a mol ratio of 1:1, a propionitrile conversion of 18 percent is obtained with a methacrylonitrile selectivity of 85 percent. Reaction conditions: temperature -40 celsius, time 30 minute. Procedure details: To a solution of LDA (2M, 9.1 mL, 18.17 mmol) at −70° C. was added HMPA (10 mL) followed by the drop wise addition of a solution of the compound of example 27 (6.12 g, 15.14 mmol) in anhydrous THF (10 mL). The reaction mixture was allowed to warm up to −40° C. and was stirred for another 30 minutes, after which, a solution of tert-butyl bromoacetate (2.5 mL, 16.65 mmol) in anhydrous THF (10 mL) was added. The reaction mixture was stirred for 1 h at the same temperature and then allowed to warm u... Reactants: C(C)OC(CCCCSC(C1=CC=CC=C1)(C1=CC=CC=C1)C1=CC=CC=C1)=O (5-Tritylsulfany-pentanoic acid ethyl ester), [Cl-].[NH4+] (ammonium chloride), BrCC(=O)OC(C)(C)C (tert-butyl bromoacetate), [Li+].CC(C)[N-]C(C)C (LDA). Product: C(C)OC(C(CC(=O)OC(C)(C)C)CCCSC(C1=CC=CC=C1)(C1=CC=CC=C1)C1=CC=CC=C1)=O (2-(3-Tritylsulfanyl-propyl)-succinic acid 4-tert-butyl ester 1-ethyl ester). Run in C1CCOC1 (THF), CCOCC (ether), C1CCOC1 (THF), CN(C)P(=O)(N(C)C)N(C)C (HMPA). RXN SMILES: [Li+].CC([N-]C(C)C)C.[CH2:9]([O:11][C:12](=[O:37])[CH2:13][CH2:14][CH2:15][CH2:16][S:17][C:18]([C:31]1[CH:36]=[CH:35][CH:34]=[CH:33][CH:32]=1)([C:25]1[CH:30]=[CH:29][CH:28]=[CH:27][CH:26]=1)[C:19]1[CH:24]=[CH:23][CH:22]=[CH:21][CH:20]=1)[CH3:10].Br[CH2:39][C:40]([O:42][C:43]([CH3:46])([CH3:45])[CH3:44])=[O:41].[Cl-].[NH4+]>C1COCC1.CCOCC.CN(P(N(C)C)(N(C)C)=O)C>[CH2:9]([O:11][C:12](=[O:37])[CH:13]([CH2:14][CH2:15][CH2:16][S:17][C:18]([C:31]1[CH:36]=[CH:35][CH:34]=[CH:33][CH:32]=1)([C:19]1[CH:20]=[CH:21][CH:22]=[CH:23][CH:24]=1)[C:25]1[CH:26]=[CH:27][CH:28]=[CH:29][CH:30]=1)[CH2:39][C:40]([O:42][C:43]([CH3:46])([CH3:45])[CH3:44])=[O:41])[CH3:10] |f:0.1,4.5|. Starting materials: CCOC(=O)CC(C)=O, [Li]CCCC, C1CCOC1, ClCc1cccc(Cl)c1, [H-], [Na+]. Product: CCOC(=O)CC(=O)CCc1cccc(Cl)c1. Reaction SMILES: [C:1]([CH2:2][C:3](=[O:4])[CH3:5])(=[O:6])[O:7][CH2:8][CH3:9].[CH2:12]([Li:13])[CH2:14][CH2:15][CH3:16].[CH2:26]1[O:27][CH2:28][CH2:29][CH2:30]1.[Cl:17][c:18]1[cH:19][c:20]([CH2:21][Cl:22])[cH:23][cH:24][cH:25]1.[H-:10].[Na+:11]>>[C:1]([CH2:2][C:3](=[O:4])[CH2:5][CH2:21][c:20]1[cH:19][c:18]([Cl:17])[cH:25][cH:24][cH:23]1)(=[O:6])[O:7][CH2:8][CH3:9]. Reactants: N([C@H](C)C(=O)N[C@@H](CC1=CNC2=CC=CC=C12)C(=O)N[C@@H](CCCCNC(=O)OCC=C)C(=O)O)C(=O)OCC=C.CC(C)(C1=CC=C(C=C1)N=[N+]=[N-])NCC(COC2=CC=CC3=C2C4=CC=CC=C4N3)O.C1=CC(=CC=C1C(=O)O)N (Aloc-D-Ala-Trp-Lys(Aloc) PABC PABA), N1=CC=CC=C1 (pyridine), 4-nitrophenylchloroformate. Yields the product N([C@H](C)C(=O)N[C@@H](CC1=CNC2=CC=CC=C12)C(=O)N[C@@H](CCCCNC(=O)OCC=C)C(=O)O)C(=O)OCC=C.CC(C)(C1=CC=C(C=C1)N=[N+]=[N-])NCC(COC2=CC=CC3=C2C4=CC=CC=C4N3)O.CC(C)(C1=CC=C(C=C1)N=[N+]=[N-])NCC(COC2=CC=CC3=C2C4=CC=CC=C4N3)O (Aloc-D-Ala-Trp-Lys(Aloc) PABC PABC). Isolated yield 90.6%. As a reaction SMILES: [NH:1]([C:36]([O:38][CH2:39][CH:40]=[CH2:41])=[O:37])[C@@H:2]([C:4]([NH:6][C@H:7]([C:18]([NH:20][C@H:21]([C:33]([OH:35])=[O:34])[CH2:22][CH2:23][CH2:24][CH2:25][NH:26][C:27]([O:29][CH2:30][CH:31]=[CH2:32])=[O:28])=[O:19])[CH2:8][C:9]1[C:17]2[C:12](=[CH:13][CH:14]=[CH:15][CH:16]=2)[NH:11][CH:10]=1)=[O:5])[CH3:3].[CH3:42][C:43]([NH:54][CH2:55][CH:56]([OH:72])[CH2:57][O:58][C:59]1[C:64]2[C:65]3[C:70]([NH:71][C:63]=2[CH:62]=[CH:61][CH:60]=1)=[CH:69][CH:68]=[CH:67][CH:66]=3)([C:45]1[CH:50]=[CH:49][C:48]([N:51]=[N+:52]=[N-:53])=[CH:47][CH:46]=1)[CH3:44].C1C(C(O)=O)=CC=C(N)C=1.N1C=CC=CC=1.C1C([N+]([O-])=O)=CC=C([Cl-]C([O-])=O)C=1>>[NH:1]([C:36]([O:38][CH2:39][CH:40]=[CH2:41])=[O:37])[C@@H:2]([C:4]([NH:6][C@H:7]([C:18]([NH:20][C@H:21]([C:33]([OH:35])=[O:34])[CH2:22][CH2:23][CH2:24][CH2:25][NH:26][C:27]([O:29][CH2:30][CH:31]=[CH2:32])=[O:28])=[O:19])[CH2:8][C:9]1[C:17]2[C:12](=[CH:13][CH:14]=[CH:15][CH:16]=2)[NH:11][CH:10]=1)=[O:5])[CH3:3].[CH3:44][C:43]([NH:54][CH2:55][CH:56]([OH:72])[CH2:57][O:58][C:59]1[C:64]2[C:65]3[C:70]([NH:71][C:63]=2[CH:62]=[CH:61][CH:60]=1)=[CH:69][CH:68]=[CH:67][CH:66]=3)([C:45]1[CH:50]=[CH:49][C:48]([N:51]=[N+:52]=[N-:53])=[CH:47][CH:46]=1)[CH3:42].[CH3:44][C:43]([NH:54][CH2:55][CH:56]([OH:72])[CH2:57][O:58][C:59]1[C:64]2[C:65]3[C:70]([NH:71][C:63]=2[CH:62]=[CH:61][CH:60]=1)=[CH:69][CH:68]=[CH:67][CH:66]=3)([C:45]1[CH:50]=[CH:49][C:48]([N:51]=[N+:52]=[N-:53])=[CH:47][CH:46]=1)[CH3:42] |f:0.1.2,5.6.7|. Procedure details: A solution of 70 mg (85 μmol) of compound 30, pyridine (17 μl, 2.5 equiv) and 4-nitrophenylchloroformate (34 mg, 2.0 equiv) was stirred under an Argon atmosphere at 0° C. for two hours and for 24 hours at room temperature. The solution was evaporated in vacuo and the residual product was dissolved in chloroform. After washing the organic layer with brine and 0.5 N potassium bisulfate, the organic layer was dried over anhydrous sodium sulfate and concentrated to dryness. The resulting crude produ...